From a dataset of the Open Reaction Database (ORD), a public repository of structured organic reaction records. describe an organic reaction: reactants, conditions, products, and yield The reactants are OO (hydrogen peroxide), ClC1=CC=CC2=C1SCCC=1C2=NN(C(C1)=O)C1=CC=C(C=C1)Cl (8-chloro-2-(4-chlorophenyl)-5,6-dihydro[1]benzothiepino[5,4-c]pyridazin-3(2H)-one), O (water). The solvent is C(C)(=O)O (acetic acid). The product is ClC1=CC=CC2=C1S(CCC=1C2=NN(C(C1)=O)C1=CC=C(C=C1)Cl)=O (8-chloro-2-(4-chlorophenyl)-5,6-dihydro-[1]benzothiepino[5,4-c]pyridazin-3(2H)-one 7-oxide). RXN SMILES: [Cl:1][C:2]1[C:7]2[S:8][CH2:9][CH2:10][C:11]3[C:12](=[N:13][N:14]([C:18]4[CH:23]=[CH:22][C:21]([Cl:24])=[CH:20][CH:19]=4)[C:15](=[O:17])[CH:16]=3)[C:6]=2[CH:5]=[CH:4][CH:3]=1.[OH:25]O.O>C(O)(=O)C>[Cl:1][C:2]1[C:7]2[S:8](=[O:25])[CH2:9][CH2:10][C:11]3[C:12](=[N:13][N:14]([C:18]4[CH:19]=[CH:20][C:21]([Cl:24])=[CH:22][CH:23]=4)[C:15](=[O:17])[CH:16]=3)[C:6]=2[CH:5]=[CH:4][CH:3]=1. Reported procedure: To a solution of 0.9 g of 8-chloro-2-(4-chlorophenyl)-5,6-dihydro[1]benzothiepino[5,4-c]pyridazin-3(2H)-one, prepared in Example 24, in 20 ml of acetic acid is added 0.6 ml of 35% hydrogen peroxide with stirring at room temperature and the mixture is stirred for 18 hours at the same temperature. To the residue is added water, and the precipitated crystals are collected by filtration and repeatedly washed with ethanol to give 0.7 g of 8-chloro-2-(4-chlorophenyl)-5,6-dihydro-[1]benzothiepino[5,4-c... Starting materials: NCO, ethylene oxide polyether, [N-]=C=O.[N-]=C=O.O=C1C=C(CC(C)(C)C1)C (isophorone-diisocyanate), polyester polyol, C(O)C(CC)(CO)CO (trimethylolpropane), C(CCCCC)(O)O (hexanediol), C(C=C)(=O)O (acrylic acid), CCCCC(CC)C(=O)[O-].CCCCC(CC)C(=O)[O-].[Sn+2] (tin octoate), ethylene oxide polyether, C1=CC=C(C=C1)C(N=C=O)N=C=O (toluylene diisocyanate), C(C)(C)(C)C1=C(C(=CC(=C1)C)C(C)(C)C)O (2,6-di-tert-butyl-4-methyl-phenol), C(O)C(CC)(CO)CO (trimethylolpropane), C(C=C)(=O)O (acrylic acid), C(CCCCC(=O)O)(=O)O (adipic acid). Conditions: time 5 hour. The product is C(C=C)(=O)O.NC(=O)OCC (Urethane Acrylate). Reaction SMILES: C([C:3]([CH2:8][OH:9])([CH2:6]O)CC)O.[C:10]([OH:14])(=[O:13])C=C.C(O)(O)CCCCC.C(O)(=O)CCCCC(O)=O.C(C1C=C(C)C=C(C(C)(C)C)C=1O)(C)(C)C.CCCCC(C([O-])=O)CC.CCCCC(C([O-])=O)CC.[Sn+2].C1C=CC(C(N=C=O)[N:77]=C=O)=CC=1.[N-]=C=O.[N-]=C=O.O=C1CC(C)(C)CC(C)=C1>>[C:8]([OH:9])(=[O:13])[CH:3]=[CH2:6].[NH2:77][C:10]([O:9][CH2:8][CH3:3])=[O:14] |f:5.6.7,9.10.11,12.13|. Procedure details: 661.9 g of the ethylene oxide polyether started from trimethylolpropane esterified with 2 mol acrylic acid (12 mol ethylene oxide per mol trimethylolpropane) and 164.4 g of a polyester polyol from hexanediol and adipic acid (OH number 314, equivalent weight 178.5 g), 1.0 g 2,6-di-tert-butyl-4-methyl-phenol and 1.0 g tin octoate were initially introduced into the reaction vessel. 148.8 g Desmodur® T80 (toluylene diisocyanate, commercial product of Bayer AG, Leverkusen) were metered in at 50 to 60... Starting materials: C(C)(=O)NC1=C(SC=C1)C(=O)O (3-acetamidothiophene-2-carboxylic acid), C(C)(=O)[O-].[Na+] (sodium acetate), C(C)(=O)OC(C)=O (acetic anhydride). The solvent is O1CCOCC1 (dioxane). Product: CC=1OC(C2=C(N1)C=CS2)=O (2-methyl-thieno[3,2-d][1,3]oxazin-4-one). Isolated yield 119.4%. RXN SMILES: [C:1]([NH:4][C:5]1[CH:9]=[CH:8][S:7][C:6]=1[C:10]([OH:12])=[O:11])(=O)[CH3:2].C([O-])(=O)C.[Na+].C(OC(=O)C)(=O)C>O1CCOCC1>[CH3:2][C:1]1[O:12][C:10](=[O:11])[C:6]2[S:7][CH:8]=[CH:9][C:5]=2[N:4]=1 |f:1.2|. Procedure details: To a mixture of 3-acetamidothiophene-2-carboxylic acid (15.1 g, 75.67 mmol) and sodium acetate (6.45 g, 78.6 mmol) in dioxane (200 mL) was added acetic anhydride (71 mL, 75.7 mmol). The reaction was refluxed 2 hours, cooled to ambient temperature and partitioned between chloroform and water. Phases were separated and the aqueous layer was extracted with chloroform. The combined organic phase was washed with water and brine, dried over magnesiuym sulfate and concentrated to leave 15.1 g of 2-meth... Starting materials: CC1=C(C(=CC(=C1)C(C(F)(F)F)(C(F)(F)F)F)C)NC(=O)C=1SC=C(C1)N (4-amino-thiophene-2-carboxylic acid [2,6-dimethyl-4-(1,2,2,2-tetrafluoro-1-trifluoromethyl-ethyl)-phenyl]-amide), BrN1C(CCC1=O)=O (N-bromosuccinimide), O (Water). The solvent is O1CCCC1 (tetrahydrofuran). Reaction conditions: time 1.5 hour. Product: CC1=C(C(=CC(=C1)C(C(F)(F)F)(C(F)(F)F)F)C)NC(=O)C=1SC(=C(C1)N)Br (5-bromo-4-amino-thiophene-2-carboxylic acid [2,6-dimethyl-4-(1,2,2,2-tetrafluoro-1-trifluoromethyl-ethyl)-phenyl]-amide). Yield: 79.9%. RXN SMILES: [CH3:1][C:2]1[CH:7]=[C:6]([C:8]([F:17])([C:13]([F:16])([F:15])[F:14])[C:9]([F:12])([F:11])[F:10])[CH:5]=[C:4]([CH3:18])[C:3]=1[NH:19][C:20]([C:22]1[S:23][CH:24]=[C:25]([NH2:27])[CH:26]=1)=[O:21].[Br:28]N1C(=O)CCC1=O.O>O1CCCC1>[CH3:18][C:4]1[CH:5]=[C:6]([C:8]([F:17])([C:13]([F:14])([F:15])[F:16])[C:9]([F:11])([F:12])[F:10])[CH:7]=[C:2]([CH3:1])[C:3]=1[NH:19][C:20]([C:22]1[S:23][C:24]([Br:28])=[C:25]([NH2:27])[CH:26]=1)=[O:21]. Procedure details: To a solution of 4-amino-thiophene-2-carboxylic acid [2,6-dimethyl-4-(1,2,2,2-tetrafluoro-1-trifluoromethyl-ethyl)-phenyl]-amide (360 mg, 0.87 mmol) (Example I3) in tetrahydrofuran (20 ml) was added N-bromosuccinimide (NBS) (155 mg, 0.87 mmol). The mixture was stirred at room temperature for 1.5 hours. Water (50 ml) was added and the organic phase was extracted twice with ethyl acetate (50 ml). The combined organic extracts were dried over sodium sulfate and the solvent evaporated. The residue w... Reactants: CCOC(=O)CBr, CCOC(=O)CNc1cc(Cl)c(Oc2ccc(OC)c(C(C)CC)c2)c(Cl)c1, CCOC(C)=O, CCN(C(C)C)C(C)C, CN(C)C=O. Yields the product CCOC(=O)CN(CC(=O)OCC)c1cc(Cl)c(Oc2ccc(OC)c(C(C)CC)c2)c(Cl)c1. As a reaction SMILES: [Br:29][CH2:30][C:31](=[O:32])[O:33][CH2:34][CH3:35].[CH2:1]([CH3:2])[O:3][C:4]([CH2:5][NH:6][c:7]1[cH:8][c:9]([Cl:27])[c:10]([O:14][c:15]2[cH:16][c:17]([CH:23]([CH3:24])[CH2:25][CH3:26])[c:18]([O:21][CH3:22])[cH:19][cH:20]2)[c:11]([Cl:13])[cH:12]1)=[O:28].[CH3:50][CH2:51][O:52][C:53](=[O:54])[CH3:55].[CH:36]([N:37]([CH:38]([CH3:39])[CH3:40])[CH2:41][CH3:42])([CH3:43])[CH3:44].[O:45]=[CH:46][N:47]([CH3:48])[CH3:49]>>[CH2:1]([CH3:2])[O:3][C:4]([CH2:5][N:6]([c:7]1[cH:8][c:9]([Cl:27])[c:10]([O:14][c:15]2[cH:16][c:17]([CH:23]([CH3:24])[CH2:25][CH3:26])[c:18]([O:21][CH3:22])[cH:19][cH:20]2)[c:11]([Cl:13])[cH:12]1)[CH2:30][C:31](=[O:32])[O:33][CH2:34][CH3:35])=[O:28]. Reactants: NC=1C=C2C=3CC(CCC3NC2=CC1)N(C)C (6-amino-3-(dimethyl)amino-1,2,3,4-tetrahydro-9H-carbazole), ClC1=NC=CC=C1C(=O)O (2-chloro-3-pyridinecarboxylic acid). Yields the product ClC1=NC=CC=C1C(=O)NC=1C=C2C=3CC(CCC3NC2=CC1)N(C)C (6-(2-chloro-3-pyridinecarbonyl)amino-3-(dimethyl)amino-1,2,3,4-tetrahydro-9H-carbazole). RXN SMILES: [NH2:1][C:2]1[CH:3]=[C:4]2[C:12](=[CH:13][CH:14]=1)[NH:11][C:10]1[CH2:9][CH2:8][CH:7]([N:15]([CH3:17])[CH3:16])[CH2:6][C:5]2=1.[Cl:18][C:19]1[C:24]([C:25](O)=[O:26])=[CH:23][CH:22]=[CH:21][N:20]=1>>[Cl:18][C:19]1[C:24]([C:25]([NH:1][C:2]2[CH:3]=[C:4]3[C:12](=[CH:13][CH:14]=2)[NH:11][C:10]2[CH2:9][CH2:8][CH:7]([N:15]([CH3:17])[CH3:16])[CH2:6][C:5]3=2)=[O:26])=[CH:23][CH:22]=[CH:21][N:20]=1. Procedure: Beginning with 9.2 mg (0.040 mMol) 6-amino-3-(dimethyl)amino-1,2,3,4-tetrahydro-9H-carbazole and 15.9 mg (0.101 mMol) 2-chloro-3-pyridinecarboxylic acid, the title compound was recovered as a white solid.